describe an organic reaction: reactants, conditions, products, and yield From a dataset of the Open Reaction Database (ORD), a public repository of structured organic reaction records. Starting materials: C(CCCCCCCCCCCCC)OC=1C=C(C(=O)O)C=CC1 (3-(Tetradecyloxy)benzoic acid), CN(C=O)C (dimethylformamide), C(C(=O)Cl)(=O)Cl (oxalyl chloride). The solvent is C(Cl)Cl (methylene chloride). Reaction conditions: time 22 hour. Yields the product C(CCCCCCCCCCCCC)OC=1C=C(C(=O)Cl)C=CC1 (3-(Tetradecyloxy)benzoyl chloride). As a reaction SMILES: [CH2:1]([O:15][C:16]1[CH:17]=[C:18]([CH:22]=[CH:23][CH:24]=1)[C:19](O)=[O:20])[CH2:2][CH2:3][CH2:4][CH2:5][CH2:6][CH2:7][CH2:8][CH2:9][CH2:10][CH2:11][CH2:12][CH2:13][CH3:14].CN(C)C=O.C(Cl)(=O)C([Cl:33])=O>C(Cl)Cl>[CH2:1]([O:15][C:16]1[CH:17]=[C:18]([CH:22]=[CH:23][CH:24]=1)[C:19]([Cl:33])=[O:20])[CH2:2][CH2:3][CH2:4][CH2:5][CH2:6][CH2:7][CH2:8][CH2:9][CH2:10][CH2:11][CH2:12][CH2:13][CH3:14]. Procedure: To a suspension of 5.0 g of product from Example 23, 0.055 g of dimethylformamide and 70 ml of methylene chloride is added 1.96 ml of oxalyl chloride. The reaction is stirred at room temperature for 22 hours and concentrated. The residue is dissolved in diethyl ether, filtered and concentrated to give 5.28 g of the desired product as cream crystals. The reactants are COC(=O)COc1cc2c(c3c1c(C(=O)C(N)=O)c(C)n3Cc1ccccc1)CCCC2, CO, [Li+], [OH-], O. The product is Cc1c(C(=O)C(N)=O)c2c(OCC(=O)O)cc3c(c2n1Cc1ccccc1)CCCC3. Reaction SMILES: [CH3:1][O:2][C:3]([CH2:4][O:5][c:6]1[c:7]2[c:8]([C:27]([C:28](=[O:29])[NH2:30])=[O:31])[c:9]([CH3:26])[n:10]([CH2:19][c:20]3[cH:21][cH:22][cH:23][cH:24][cH:25]3)[c:11]2[c:12]2[c:13]([cH:14]1)[CH2:15][CH2:16][CH2:17][CH2:18]2)=[O:32].[CH3:35][OH:36].[Li+:33].[OH-:34].[OH2:37]>>[O:2]=[C:3]([CH2:4][O:5][c:6]1[c:7]2[c:8]([C:27]([C:28](=[O:29])[NH2:30])=[O:31])[c:9]([CH3:26])[n:10]([CH2:19][c:20]3[cH:21][cH:22][cH:23][cH:24][cH:25]3)[c:11]2[c:12]2[c:13]([cH:14]1)[CH2:15][CH2:16][CH2:17][CH2:18]2)[OH:32].